The task is: describe an organic reaction: reactants, conditions, products, and yield. This data is from the Open Reaction Database (ORD), a public repository of structured organic reaction records. Reactants: [Cr](=O)(=O)([O-])Cl.[NH+]1=CC=CC=C1 (pyridinium chlorochromate), C(C1=CC=CC=C1)OC\C=C/CO ((Z)-4-benzyloxy-2-buten-1-ol), C(C)OCC (Diethyl ether). The solvent is ClCCl (dichloromethane). Conditions: temperature 0 celsius. Yields the product C(C1=CC=CC=C1)OC\C=C/C=O ((Z)-4-benzyloxy-2-butenal). Yield: 65.7%. RXN SMILES: [Cr](Cl)([O-])(=O)=O.[NH+]1C=CC=CC=1.[CH2:12]([O:19][CH2:20]/[CH:21]=[CH:22]\[CH2:23][OH:24])[C:13]1[CH:18]=[CH:17][CH:16]=[CH:15][CH:14]=1.C(OCC)C>ClCCl>[CH2:12]([O:19][CH2:20]/[CH:21]=[CH:22]\[CH:23]=[O:24])[C:13]1[CH:18]=[CH:17][CH:16]=[CH:15][CH:14]=1 |f:0.1|. Procedure: 11.1 g of pyridinium chlorochromate and 12 g of Celite were suspended in 100 ml of dry dichloromethane, and 6 g of (Z)-4-benzyloxy-2-buten-1-ol was added thereto at 0° C. under stirring. The mixture was stirred at room temperature for 3 hours. Diethyl ether was added thereto, and insolubles were removed by filtration. The filtrate was distilled under reduced pressure to remove the solvent, and the residue was purified by silica gel column chromatography (diethyl ether) to obtain 3.9 g of (Z)-4-b... Reactants: CCOC(=O)Nc1nc2ccc(OC)cc2nc1OC, COc1cc(OC)cc(N2CCNCC2)c1. Product: COc1cc(OC)cc(N2CCN(C(=O)Nc3nc4ccc(OC)cc4nc3OC)CC2)c1. RXN SMILES: [CH3:1][O:2][c:3]1[c:4]([NH:15][C:16]([O:17][CH2:18][CH3:19])=[O:20])[n:5][c:6]2[cH:7][cH:8][c:9]([O:13][CH3:14])[cH:10][c:11]2[n:12]1.[CH3:21][O:22][c:23]1[cH:24][c:25]([N:31]2[CH2:32][CH2:33][NH:34][CH2:35][CH2:36]2)[cH:26][c:27]([O:29][CH3:30])[cH:28]1>>[CH3:1][O:2][c:3]1[c:4]([NH:15][C:16](=[O:20])[N:34]2[CH2:33][CH2:32][N:31]([c:25]3[cH:24][c:23]([O:22][CH3:21])[cH:28][c:27]([O:29][CH3:30])[cH:26]3)[CH2:36][CH2:35]2)[n:5][c:6]2[cH:7][cH:8][c:9]([O:13][CH3:14])[cH:10][c:11]2[n:12]1. The reactants are CCO, Cl, N#CN, N#CCCCCn1ncc(N)n1. Reaction SMILES: [CH3:17][CH2:18][OH:19].[ClH:1].[NH2:14][C:15]#[N:16].[NH2:2][c:3]1[n:4][n:5]([CH2:8][CH2:9][CH2:10][CH2:11][C:12]#[N:13])[n:6][cH:7]1>>[NH:2]([c:3]1[n:4][n:5]([CH2:8][CH2:9][CH2:10][CH2:11][C:12]#[N:13])[n:6][cH:7]1)[C:15](=[NH:14])[NH2:16]. Product: N#CCCCCn1ncc(NC(=N)N)n1. The reactants are Cl (HCl), CS(=O)(=O)C1=C(C=CC=C1)S(=O)(N)=N (2-(methylsulfonyl)benzenesulfonimidamide), C1(=CC=CC=C1)OC(NC1=NC(=CC(=N1)OC)OC)=O (phenyl(4,6-dimethoxypyrimidin-2-yl)carbamate), N12CCCCCC2=NCCC1 (1,8-diazabicyclo[5.4.0]undec-7-ene). The solvent is O (water), C(C)#N (acetonitrile). Reaction conditions: time 45 minute. Yields the product COC1=NC(=NC(=C1)OC)NC(=O)NS(=O)(=N)C1=C(C=CC=C1)S(=O)(=O)C (N-[(4,6-Dimethoxypyrimidin-2-yl)aminocarbonyl]-2-(methylsulfonyl)benzenesulfonimidamide). The yield is 68.8%. RXN SMILES: [CH3:1][S:2]([C:5]1[CH:10]=[CH:9][CH:8]=[CH:7][C:6]=1[S:11](=[NH:14])([NH2:13])=[O:12])(=[O:4])=[O:3].C1([O:21][C:22](=O)[NH:23][C:24]2[N:29]=[C:28]([O:30][CH3:31])[CH:27]=[C:26]([O:32][CH3:33])[N:25]=2)C=CC=CC=1.N12CCCN=C1CCCCC2.Cl>C(#N)C.O>[CH3:31][O:30][C:28]1[CH:27]=[C:26]([O:32][CH3:33])[N:25]=[C:24]([NH:23][C:22]([NH:14][S:11]([C:6]2[CH:7]=[CH:8][CH:9]=[CH:10][C:5]=2[S:2]([CH3:1])(=[O:4])=[O:3])(=[NH:13])=[O:12])=[O:21])[N:29]=1. Procedure: To a solution of 62.6 mg (0.267 mmol) of 2-(methylsulfonyl)benzenesulfonimidamide and 73.5 mg (0.21 mmol) of phenyl(4,6-dimethoxypyrimidin-2-yl)carbamate in 1.3 mL of dry acetonitrile was added 0.04 mL (0.27 mmol) of 1,8-diazabicyclo[5.4.0]undec-7-ene. After 45 minutes at room temperature, 1.3 mL of water and 0.65 mL of 5% HCl were added. A solid precipitated out of solution. This material was isolated by filtration, washed with ether to give 60 mg of a white solid; m.p. 135° to 145° C. (d). Reactants: BrCCCCCC(=O)O (6-bromohexanoic acid), [OH-].[Na+] (NaOH), 7.5. Run in O (water). Product: BrCCCCCC(=O)[O-].[Na+] (Sodium 6-Bromohexanoate). Reaction SMILES: [Br:1][CH2:2][CH2:3][CH2:4][CH2:5][CH2:6][C:7]([OH:9])=[O:8].[OH-].[Na+:11]>O>[Br:1][CH2:2][CH2:3][CH2:4][CH2:5][CH2:6][C:7]([O-:9])=[O:8].[Na+:11] |f:1.2,4.5|. Procedure details: To a well-mixed solution of 20 g of water and 14.6 g of 6-bromohexanoic acid (0.075 mole) at 20° C. was added a 5.0M NaOH solution to adjust the pH to 7.5 (˜0.075 mole). The water was removed under vacuum and the resulting solid was ground to a free-flowing white powder. Reported procedure: Compound 14 (43 mg, 0.17 mmol, 1.0 eq), 3-chlorobenzamide (39 mg, 0.25 mmol, 1.5 eq), NaOt-Bu (23 mg, 0.24 mmol, 1.4 eq), Pd(OAc)2 (1.9 mg, 0.0085 mmol, 0.050 eq) and Xantphos (10 mg, 0.017 mmol, 0.10 eq) were dissolved in toluene (1 mL) in a microwave vial. The vial was purged with argon, capped, and heated at 110° C. for 18 h. After cooling the reaction was filtered over a plug of celite and the plug was washed with 5% MeOH/CH2Cl2. The solvents were removed in vacuo and the crude mixture was p... Conditions: temperature 110 celsius. Isolated yield 33.0%. The reactants are ClC1=NC(=CC(=C1)N(C=1C=NC=NC1)C)Cl (N-(2,6-Dichloropyridin-4-yl)-N-methylpyrimidin-5-amine), ClC=1C=C(C(=O)N)C=CC1 (3-chlorobenzamide), CC(C)(C)[O-].[Na+] (NaOt-Bu), CC1(C2=C(C(=CC=C2)P(C3=CC=CC=C3)C4=CC=CC=C4)OC5=C(C=CC=C51)P(C6=CC=CC=C6)C7=CC=CC=C7)C (Xantphos). Run in C1(=CC=CC=C1)C (toluene). The reagents and catalysts are CC(=O)[O-].CC(=O)[O-].[Pd+2] (Pd(OAc)2). Product: ClC=1C=C(C(=O)NC2=NC(=CC(=C2)N(C=2C=NC=NC2)C)Cl)C=CC1 (3-Chloro-N-(6-chloro-4-(methyl(pyrimidin-5-yl)amino)pyridin-2-yl)benzamide). RXN SMILES: Cl[C:2]1[CH:7]=[C:6]([N:8]([CH3:15])[C:9]2[CH:10]=[N:11][CH:12]=[N:13][CH:14]=2)[CH:5]=[C:4]([Cl:16])[N:3]=1.[Cl:17][C:18]1[CH:19]=[C:20]([CH:24]=[CH:25][CH:26]=1)[C:21]([NH2:23])=[O:22].CC([O-])(C)C.[Na+].CC1(C)C2C(=C(P(C3C=CC=CC=3)C3C=CC=CC=3)C=CC=2)OC2C(P(C3C=CC=CC=3)C3C=CC=CC=3)=CC=CC1=2>C1(C)C=CC=CC=1.CC([O-])=O.CC([O-])=O.[Pd+2]>[Cl:17][C:18]1[CH:19]=[C:20]([CH:24]=[CH:25][CH:26]=1)[C:21]([NH:23][C:2]1[CH:7]=[C:6]([N:8]([CH3:15])[C:9]2[CH:10]=[N:11][CH:12]=[N:13][CH:14]=2)[CH:5]=[C:4]([Cl:16])[N:3]=1)=[O:22] |f:2.3,6.7.8|. Starting materials: CO, [H][H], CN(CCC(=O)N1CCOCC1)C(=O)OC(Cc1ccccc1)C(=O)OCc1ccccc1, O. The product is CN(CCC(=O)N1CCOCC1)C(=O)OC(Cc1ccccc1)C(=O)O. Reaction SMILES: [CH3:36][OH:37].[H:34][H:35].[O:1]1[CH2:2][CH2:3][N:4]([C:7](=[O:8])[CH2:9][CH2:10][N:11]([CH3:12])[C:13](=[O:14])[O:15][CH:16]([C:17](=[O:18])[O:19][CH2:20][c:21]2[cH:22][cH:23][cH:24][cH:25][cH:26]2)[CH2:27][c:28]2[cH:29][cH:30][cH:31][cH:32][cH:33]2)[CH2:5][CH2:6]1.[OH2:38]>>[O:1]1[CH2:2][CH2:3][N:4]([C:7](=[O:8])[CH2:9][CH2:10][N:11]([CH3:12])[C:13](=[O:14])[O:15][CH:16]([C:17](=[O:18])[OH:19])[CH2:27][c:28]2[cH:29][cH:30][cH:31][cH:32][cH:33]2)[CH2:5][CH2:6]1. Reactants: FC=1C=C(C=CC1C=1SCC(NN1)=O)N1C(O[C@H](C1)CNC(C)=O)=O (N-{3-[3-fluoro-4-(5-oxo-5,6-dihydro-4H-[1,3,4]thiadiazin-2-yl)-phenyl]-2-oxo-oxazolidin-5(S)-ylmethyl}-acetamide), C([O-])([O-])=O.[K+].[K+] (potassium carbonate), IC (iodomethane). Solvent: CN(C)C=O (DMF). Conditions: temperature 80 celsius. The product is FC=1C=C(C=CC1C=1SCC(N(N1)C)=O)N1C(O[C@H](C1)CNC(C)=O)=O (N-{3-[3-Fluoro-4-(4-methyl-5-oxo-5,6-dihydro-[1,3,4]thiadiazin-2-yl)-phenyl]-2-oxo-oxazolidin-5(S)-ylmethyl}-acetamide). Isolated yield 100.1%. As a reaction SMILES: [F:1][C:2]1[CH:3]=[C:4]([N:15]2[CH2:19][C@H:18]([CH2:20][NH:21][C:22](=[O:24])[CH3:23])[O:17][C:16]2=[O:25])[CH:5]=[CH:6][C:7]=1[C:8]1[S:9][CH2:10][C:11](=[O:14])[NH:12][N:13]=1.[C:26](=O)([O-])[O-].[K+].[K+].IC>CN(C=O)C>[F:1][C:2]1[CH:3]=[C:4]([N:15]2[CH2:19][C@H:18]([CH2:20][NH:21][C:22](=[O:24])[CH3:23])[O:17][C:16]2=[O:25])[CH:5]=[CH:6][C:7]=1[C:8]1[S:9][CH2:10][C:11](=[O:14])[N:12]([CH3:26])[N:13]=1 |f:1.2.3|. Procedure details: A mixture of N-{3-[3-fluoro-4-(5-oxo-5,6-dihydro-4H-[1,3,4]thiadiazin-2-yl)-phenyl]-2-oxo-oxazolidin-5(S)-ylmethyl}-acetamide (0.100 g, 0.273 mmol), potassium carbonate (0.075 g, 0.546 mmol), and iodomethane (0.0187 ml, 0.300 mmol) in DMF (3 ml) is heated at 80° C. overnight. The reaction mixture is filtered and evaporated to dryness. The residue is purified by PTLC (10% MeOH/DCM) to give product as a white solid (0.104 g, 90%); 1HNMR (300 MHz, DMSO-d6) δ 1.82 (s, 3H), 3.39 (s, 3H), 3.42 (t, J=5... Reactants: S1C=C(C=C1)C1NCCC1 ((RS)-2-thien-3-yl-pyrrolidine), FC1=CC=C(C=C1)S(=O)(=O)Cl (4-fluoro-benzenesulfonyl chloride). The product is FC1=CC=C(C=C1)S(=O)(=O)N1C(CCC1)C1=CSC=C1 ((RS)-1-(4-Fluoro-benzenesulfonyl)-2-thien-3-yl-pyrrolidine). As a reaction SMILES: [S:1]1[CH:5]=[CH:4][C:3]([CH:6]2[CH2:10][CH2:9][CH2:8][NH:7]2)=[CH:2]1.[F:11][C:12]1[CH:17]=[CH:16][C:15]([S:18](Cl)(=[O:20])=[O:19])=[CH:14][CH:13]=1>>[F:11][C:12]1[CH:17]=[CH:16][C:15]([S:18]([N:7]2[CH2:8][CH2:9][CH2:10][CH:6]2[C:3]2[CH:4]=[CH:5][S:1][CH:2]=2)(=[O:20])=[O:19])=[CH:14][CH:13]=1. Procedure details: The title compound, white solid, m.p. 135° C. and MS: m/e=312.1 (M+H+) was prepared in accordance with the general method of example 1e from (RS)-2-thien-3-yl-pyrrolidine and 4-fluoro-benzenesulfonyl chloride. Run in CS(=O)C (dimethylsulfoxide). RXN SMILES: CC(C)([O-])C.[Na+].Cl[C:8]1[N:9]([CH2:16][CH2:17][C@@H:18]([OH:48])[CH2:19][O:20][C:21]2[CH:47]=[CH:46][C:24]3[N:25]=[C:26]([N:28]4[CH2:33][CH2:32][N:31]([CH2:34][C:35]5[CH:40]=[CH:39][C:38]([O:41][C:42]([F:45])([F:44])[F:43])=[CH:37][CH:36]=5)[CH2:30][CH2:29]4)[S:27][C:23]=3[CH:22]=2)[CH:10]=[C:11]([N+:13]([O-:15])=[O:14])[N:12]=1.[Cl-].[NH4+]>CS(C)=O>[N+:13]([C:11]1[N:12]=[C:8]2[N:9]([CH:10]=1)[CH2:16][CH2:17][C@H:18]([CH2:19][O:20][C:21]1[CH:47]=[CH:46][C:24]3[N:25]=[C:26]([N:28]4[CH2:33][CH2:32][N:31]([CH2:34][C:35]5[CH:40]=[CH:39][C:38]([O:41][C:42]([F:45])([F:44])[F:43])=[CH:37][CH:36]=5)[CH2:30][CH2:29]4)[S:27][C:23]=3[CH:22]=1)[O:48]2)([O-:15])=[O:14] |f:0.1,3.4|. The product is [N+](=O)([O-])C=1N=C2O[C@H](CCN2C1)COC1=CC2=C(N=C(S2)N2CCN(CC2)CC2=CC=C(C=C2)OC(F)(F)F)C=C1 ((R)-2-nitro-7-{2-[4-(4-trifluoromethoxybenzyl)piperazin-1-yl]benzothiazol-6-yloxymethyl}-6,7-dihydro-5H-imidazo[2,1-b][1,3]oxazine). Conditions: time 3 hour. The reactants are CC(C)([O-])C.[Na+] (Sodium tert-butoxide), ClC=1N(C=C(N1)[N+](=O)[O-])CC[C@H](COC1=CC2=C(N=C(S2)N2CCN(CC2)CC2=CC=C(C=C2)OC(F)(F)F)C=C1)O ((R)-4-(2-chloro-4-nitroimidazol-1-yl)-1-{2-[4-(4-trifluoromethoxybenzyl)piperazin-1-yl]benzothiazol-6-yloxy}butan-2-ol), [Cl-].[NH4+] (ammonium chloride). Procedure: Sodium tert-butoxide (112 mg) was added to a dimethylsulfoxide solution (6 ml) of (R)-4-(2-chloro-4-nitroimidazol-1-yl)-1-{2-[4-(4-trifluoromethoxybenzyl)piperazin-1-yl]benzothiazol-6-yloxy}butan-2-ol (662 mg), and the mixture was stirred at room temperature for 3 hours. A saturated ammonium chloride aqueous solution was added to the reaction mixture, and precipitated solid was sequentially washed with water and diisopropyl ether. The crude product was purified by silica gel column chromatograph... Isolated yield 9.6%.